Dataset: the Open Reaction Database (ORD), a public repository of structured organic reaction records. Task: describe an organic reaction: reactants, conditions, products, and yield Reactants: FC1=C(C=CC(=C1)F)[C@]1(OC1)[C@H](C)O ((1S)-1-[(2R)-2-(2,4-difluorophenyl)-2-oxiranyl] ethanol), ClC1=C2NC=NC2=NC=N1 (6-chloropurine). Yields the product ClC1=C2N=CN(C2=NC=N1)[C@H](C)[C@@]1(OC1)C1=C(C=C(C=C1)F)F ((2S)-2-[(1R)-1-[6-chloro-9(9H) -purinyl]ethyl]-2-(2,4-difluorophenyl) oxirane). The yield is 47.9%. As a reaction SMILES: [F:1][C:2]1[CH:7]=[C:6]([F:8])[CH:5]=[CH:4][C:3]=1[C@:9]1([C@@H:12](O)[CH3:13])[CH2:11][O:10]1.[Cl:15][C:16]1[N:24]=[CH:23][N:22]=[C:21]2[C:17]=1[NH:18][CH:19]=[N:20]2>>[Cl:15][C:16]1[N:24]=[CH:23][N:22]=[C:21]2[C:17]=1[N:18]=[CH:19][N:20]2[C@@H:12]([C@@:9]1([C:3]2[CH:4]=[CH:5][C:6]([F:8])=[CH:7][C:2]=2[F:1])[CH2:11][O:10]1)[CH3:13]. Reported procedure: Using (1S)-1-[(2R)-2-(2,4-difluorophenyl)-2-oxiranyl] ethanol (607 mg) and 6-chloropurine (422 mg), (2S)-2-[(1R)-1-[6-chloro-9(9H) -purinyl]ethyl]-2-(2,4-difluorophenyl) oxirane (440 mg) was obtained as a white powder by the same way as in Reference Example 2. Starting materials: CC(C)(C)N, C1CCOC1, [Li]CCCC, Cn1cccc1, O=S=O. The product is Cn1cccc1S(=O)(=O)NC(C)(C)C. As a reaction SMILES: [C:15]([CH3:16])([CH3:17])([CH3:18])[NH2:19].[CH2:20]1[O:21][CH2:22][CH2:23][CH2:24]1.[CH2:7]([Li:8])[CH2:9][CH2:10][CH3:11].[CH3:1][n:2]1[cH:3][cH:4][cH:5][cH:6]1.[O:12]=[S:13]=[O:14]>>[CH3:1][n:2]1[c:3]([S:13](=[O:12])(=[O:14])[NH:19][C:15]([CH3:16])([CH3:17])[CH3:18])[cH:4][cH:5][cH:6]1. The reactants are C(CCC)C=1NC2=CC=C(C=C2C(N1)=O)I (2-butyl-6-iodo-4(1H)-quinazolinone), C[Si](C)(C)C#C ((trimethylsilyl) acetylene). Reagents/catalysts: [Pd](Cl)Cl.C1(=CC=CC=C1)P(C1=CC=CC=C1)C1=CC=CC=C1.C1(=CC=CC=C1)P(C1=CC=CC=C1)C1=CC=CC=C1 (bis(triphenylphosphine) palladium (II) chloride), [Cu]I (copper (I) iodide). Solvent: CN(C=O)C (N,N-dimethylformamide), C(C)N(CC)CC (triethylamine). Run at temperature 45 celsius, time 5 hour. The product is C(CCC)C=1NC2=CC=C(C=C2C(N1)=O)C#C[Si](C)(C)C (2-Butyl-6-[(trimethylsilyl)ethynyl]-4(1H)-quinazolinone). Isolated yield 82.5%. Reaction SMILES: [CH2:1]([C:5]1[NH:6][C:7]2[C:12]([C:13](=[O:15])[N:14]=1)=[CH:11][C:10](I)=[CH:9][CH:8]=2)[CH2:2][CH2:3][CH3:4].[CH3:17][Si:18]([C:21]#[CH:22])([CH3:20])[CH3:19]>CN(C)C=O.C(N(CC)CC)C.[Pd](Cl)Cl.C1(P(C2C=CC=CC=2)C2C=CC=CC=2)C=CC=CC=1.C1(P(C2C=CC=CC=2)C2C=CC=CC=2)C=CC=CC=1.[Cu]I>[CH2:1]([C:5]1[NH:6][C:7]2[C:12]([C:13](=[O:15])[N:14]=1)=[CH:11][C:10]([C:22]#[C:21][Si:18]([CH3:20])([CH3:19])[CH3:17])=[CH:9][CH:8]=2)[CH2:2][CH2:3][CH3:4] |f:4.5.6|. Procedure details: To a solution of 1.0 g of 2-butyl-6-iodo-4(1H)-quinazolinone 0.043 g of bis(triphenylphosphine) palladium (II) chloride and 5.8 mg of copper (I) iodide in 5.0 ml of N,N-dimethylformamide and 5.0 ml of triethylamine is added 0.36 g of (trimethylsilyl) acetylene. The resulting reaction mixture is heated at 45° C. for 1 hour and then 65° C. for 5 hours. Upon cooling, the reaction mixture is concentrated in vacuo and the residue purified by flash chromatography on silica gel, eluting with 1:3 ethyl ... The reactants are C1CCC2=NCCCN2CC1 (DBU), C1(CC1)CBr (cyclopropylmethyl bromide), C1(CC1)CBr (cyclopropylmethyl bromide), FC(OC1=C(C=C(C=O)C=C1)O)F (4-Difluoromethoxy 3-hydroxy benzaldehyde), C1(CC1)CBr (cyclopropylmethylbromide), O (water). Solvent: O1CCCC1 (tetrahydrofuran). Conditions: temperature 77.5 celsius. Yields the product C1(CC1)COC=1C=C(C=O)C=CC1OC(F)F (3-cyclopropylmethoxy 4-Difluoromethoxy benzaldehyde). As a reaction SMILES: [F:1][CH:2]([F:13])[O:3][C:4]1[CH:11]=[CH:10][C:7]([CH:8]=[O:9])=[CH:6][C:5]=1[OH:12].[CH2:14]1[CH2:24][CH2:23]N2C(=NCCC2)C[CH2:15]1.C1(CBr)CC1.O>O1CCCC1>[CH:14]1([CH2:15][O:12][C:5]2[CH:6]=[C:7]([CH:10]=[CH:11][C:4]=2[O:3][CH:2]([F:13])[F:1])[CH:8]=[O:9])[CH2:23][CH2:24]1. Procedure: 4-Difluoromethoxy 3-hydroxy benzaldehyde in tetrahydrofuran (5 vol with respect to 4-Difluoromethoxy 3-hydroxy benzaldehyde) was taken in a vessel and DBU (1.5 eq respect to 4-Difluoromethoxy 3-hydroxy benzaldehyde) was added. To this first lot of cyclopropylmethylbromide (1.5 eq respect to 4-Difluoromethoxy 3-hydroxy benzaldehyde) was added and heated to 75-80° C. After 2 hours second lot of cyclopropylmethyl bromide (0.5 eq with respect to 4-Difluoromethoxy 3-hydroxy benzaldehyde) was added an... Reaction SMILES: N[N:2]1[CH:6]=[CH:5][N:4]=[C:3]1C1C=[CH:11][C:10]([O:13]C)=CC=1.CN(C)C1C=CC(C=[O:22])=CC=1>C(O)(=O)C>[C:10]([O-:13])(=[O:22])[CH3:11].[NH+:2]1[CH:6]=[CH:5][NH:4][CH:3]=1 |f:3.4|. Reactants: NN1C(=NC=C1)C1=CC=C(C=C1)OC (1-amino-2-(p-methoxyphenyl)imidazole), CN(C1=CC=C(C=O)C=C1)C (p-(dimethylamino) benzaldehyde). Run at time 24 hour. Procedure: 9 g of 1-amino-2-(p-methoxyphenyl)imidazole are dissolved in 300 ml of glacial acetic acid, whereupon the solution is treated with 21.3 g of p-(dimethylamino) benzaldehyde. After 24 hours, the mixture is evaporated and the residue is placed on a column loaded with 300 g of silica gel. The product is eluted with dichloro-methane/methanol (95:5). The dark eluate is treated with active carbon and evaporated. The product is crystallized twice from methylene chloride/petroleum ether. There is obtaine... Product: C(C)(=O)[O-].[NH+]1=CNC=C1 (imidazolium acetate). The solvent is C(C)(=O)O (acetic acid). The reactants are [OH-].[Na+] (NaOH), CC1=C(C(=CC(=C1)CCCS(=O)(=O)C)C)C1=C2CC[C@H](C2=C(C=C1)F)OC1=CC2=C([C@@H](CO2)CC(=O)OC)C=C1 (methyl 2-((S)-6-((R)-4-(2,6-dimethyl-4-(3-(methylsulfonyl)propyl)phenyl)-7-fluoro-2,3-dihydro-1H-inden-1-yloxy)-2,3-dihydrobenzofuran-3-yl)acetate), [OH-].[Na+] (NaOH). The solvent is CO (methanol). Reaction conditions: temperature 50 celsius, time 2 day. Product: CC1=C(C(=CC(=C1)CCCS(=O)(=O)C)C)C1=C2CC[C@H](C2=C(C=C1)F)OC1=CC2=C([C@@H](CO2)CC(=O)O)C=C1 (2-((S)-6-((R)-4-(2,6-Dimethyl-4-(3-(methylsulfonyl)propyl)phenyl)-7-fluoro-2,3-dihydro-1H-inden-1-yloxy)-2,3-dihydrobenzofuran-3-yl)acetic acid). As a reaction SMILES: [OH-].[Na+].[CH3:3][C:4]1[CH:9]=[C:8]([CH2:10][CH2:11][CH2:12][S:13]([CH3:16])(=[O:15])=[O:14])[CH:7]=[C:6]([CH3:17])[C:5]=1[C:18]1[CH:26]=[CH:25][C:24]([F:27])=[C:23]2[C:19]=1[CH2:20][CH2:21][C@H:22]2[O:28][C:29]1[CH:42]=[CH:41][C:32]2[C@H:33]([CH2:36][C:37]([O:39]C)=[O:38])[CH2:34][O:35][C:31]=2[CH:30]=1>CO>[CH3:17][C:6]1[CH:7]=[C:8]([CH2:10][CH2:11][CH2:12][S:13]([CH3:16])(=[O:15])=[O:14])[CH:9]=[C:4]([CH3:3])[C:5]=1[C:18]1[CH:26]=[CH:25][C:24]([F:27])=[C:23]2[C:19]=1[CH2:20][CH2:21][C@H:22]2[O:28][C:29]1[CH:42]=[CH:41][C:32]2[C@H:33]([CH2:36][C:37]([OH:39])=[O:38])[CH2:34][O:35][C:31]=2[CH:30]=1 |f:0.1|. Procedure details: 1 M aqueous NaOH solution (50 μL) is added to a solution of methyl 2-((S)-6-((R)-4-(2,6-dimethyl-4-(3-(methylsulfonyl)propyl)phenyl)-7-fluoro-2,3-dihydro-1H-inden-1-yloxy)-2,3-dihydrobenzofuran-3-yl)acetate (20 mg) in methanol (2 mL). The mixture is stirred at room temperature for 12 hours and at 50° C. for 2 days. 1 M aqueous NaOH solution (18 μL) is added and the mixture is stirred at 50° C. for 2 hours. Methanol is evaporated in vacuo, the residue is diluted with water and neutralized with 1 ... Reaction SMILES: [C:25].[CH3:18][c:19]1[cH:20][cH:21][cH:22][cH:23][cH:24]1.[F:1][c:2]1[c:3]([N+:15]([O-:16])=[O:17])[cH:4][c:5]([O:9][CH:10]2[CH2:11][CH2:12][CH2:13][CH2:14]2)[c:6]([Cl:8])[cH:7]1.[Pd:26]>>[F:1][c:2]1[c:3]([NH2:15])[cH:4][c:5]([O:9][CH:10]2[CH2:11][CH2:12][CH2:13][CH2:14]2)[c:6]([Cl:8])[cH:7]1. Yields the product Nc1cc(OC2CCCC2)c(Cl)cc1F. Reactants: C, Cc1ccccc1, O=[N+]([O-])c1cc(OC2CCCC2)c(Cl)cc1F, [Pd]. Starting materials: FC1=C(C=C(C=C1)F)[C@@H]1N(CCC1)C1=NC=2N(C=C1)N=CC2N ((R)-5-(2-(2,5-difluorophenyl)pyrrolidin-1-yl)pyrazolo[1,5-a]pyrimidin-3-amine), ClC1=CC=CC(=N1)C(=O)O (6-chloropicolinic acid). The product is ClC1=CC=CC(=N1)C(=O)NC=1C=NN2C1N=C(C=C2)N2[C@H](CCC2)C2=C(C=CC(=C2)F)F ((R)-6-chloro-N-(5-(2-(2,5-difluorophenyl)pyrrolidin-1-yl)pyrazolo[1,5-a]pyrimidin-3-yl)picolinamide). Yield: 31.0%. Reaction SMILES: [F:1][C:2]1[CH:7]=[CH:6][C:5]([F:8])=[CH:4][C:3]=1[C@H:9]1[CH2:13][CH2:12][CH2:11][N:10]1[C:14]1[CH:19]=[CH:18][N:17]2[N:20]=[CH:21][C:22]([NH2:23])=[C:16]2[N:15]=1.[Cl:24][C:25]1[N:30]=[C:29]([C:31](O)=[O:32])[CH:28]=[CH:27][CH:26]=1>>[Cl:24][C:25]1[N:30]=[C:29]([C:31]([NH:23][C:22]2[CH:21]=[N:20][N:17]3[CH:18]=[CH:19][C:14]([N:10]4[CH2:11][CH2:12][CH2:13][C@@H:9]4[C:3]4[CH:4]=[C:5]([F:8])[CH:6]=[CH:7][C:2]=4[F:1])=[N:15][C:16]=23)=[O:32])[CH:28]=[CH:27][CH:26]=1. Procedure: Prepared by the method as described in Example 68, substituting (R)-5-(2-(3-fluorophenyl)pyrrolidin-1-yl)pyrazolo[1,5-a]pyrimidin-3-amine with (R)-5-(2-(2,5-difluorophenyl)pyrrolidin-1-yl)pyrazolo[1,5-a]pyrimidin-3-amine (Preparation B), and substituting picolinic acid with 6-chloropicolinic acid, to provide the final product as a yellowish solid (9.1 mg, 31% yield). MS (apci) m/z=455.2 (M+H). The reactants are CC(C)(C)OC(=O)Nc1ccc(NC(=C2C(=O)Nc3ccc([N+](=O)[O-])cc32)c2ccccc2)cc1, CCOC(C)=O, ClCCl, Cl. Product: Nc1ccc(NC(=C2C(=O)Nc3ccc([N+](=O)[O-])cc32)c2ccccc2)cc1. RXN SMILES: [C:1]([O:2][C:3](=[O:4])[NH:8][c:9]1[cH:10][cH:11][c:12]([NH:15][C:16]([c:17]2[cH:18][cH:19][cH:20][cH:21][cH:22]2)=[C:23]2[C:24](=[O:35])[NH:25][c:26]3[cH:27][cH:28][c:29]([N+:32](=[O:33])[O-:34])[cH:30][c:31]32)[cH:13][cH:14]1)([CH3:5])([CH3:6])[CH3:7].[C:37]([O:38][CH2:39][CH3:40])(=[O:41])[CH3:42].[Cl:43][CH2:44][Cl:45].[ClH:36]>>[NH2:8][c:9]1[cH:10][cH:11][c:12]([NH:15][C:16]([c:17]2[cH:18][cH:19][cH:20][cH:21][cH:22]2)=[C:23]2[C:24](=[O:35])[NH:25][c:26]3[cH:27][cH:28][c:29]([N+:32](=[O:33])[O-:34])[cH:30][c:31]32)[cH:13][cH:14]1. Reactants: Cl (hydrochloride), Cl.NC1=CC(=C(C(=O)NC2CCNCC2)C=C1Cl)OC (4-amino-5-chloro-2-methoxy-N-(4-piperidinyl)benzamide hydrochloride), BrCC(=O)OCC (ethyl bromoacetate), C([O-])([O-])=O (carbonate). The solvent is CN(C=O)C (N,N-dimethylformamide). Reaction conditions: temperature 60 celsius, time 2.5 hour. Product: Cl.NC1=CC(=C(C(=O)NC2CCN(CC2)CC(=O)OCC)C=C1Cl)OC (Ethyl [4-(4-amino-5-chloro-2-methoxybenzamido)-piperidino]acetate hydrochloride). As a reaction SMILES: Cl.[NH2:2][C:3]1[C:17]([Cl:18])=[CH:16][C:6]([C:7]([NH:9][CH:10]2[CH2:15][CH2:14][NH:13][CH2:12][CH2:11]2)=[O:8])=[C:5]([O:19][CH3:20])[CH:4]=1.Br[CH2:22][C:23]([O:25][CH2:26][CH3:27])=[O:24].C(=O)([O-])[O-].Cl>CN(C)C=O>[ClH:18].[NH2:2][C:3]1[C:17]([Cl:18])=[CH:16][C:6]([C:7]([NH:9][CH:10]2[CH2:15][CH2:14][N:13]([CH2:22][C:23]([O:25][CH2:26][CH3:27])=[O:24])[CH2:12][CH2:11]2)=[O:8])=[C:5]([O:19][CH3:20])[CH:4]=1 |f:0.1,6.7|. Procedure: A mixture of-3.20 g of 4-amino-5-chloro-2-methoxy-N-(4-piperidinyl)benzamide hydrochloride, 1.22 ml of ethyl bromoacetate, 3.04 g of porassium carbonate, and 32 ml of N,N-dimethylformamide was stirred for 2.5 hours with heating at 60° C. The reaction mixture was concentrated under reduced pressure, and then the residue was added with water and extracted with dichloromethane. The extract was washed with saturated aqueous sodium chloride solution, dried over anhydrous sodium sulfate, and then conc...